Dataset: the Open Reaction Database (ORD), a public repository of structured organic reaction records. Task: describe an organic reaction: reactants, conditions, products, and yield Starting materials: CC(C)(C)[O-], CCOCC, CCOC(C)=O, Cl, [K+], [Na+], O=C([O-])O, COC(=O)CCC(C(N)=O)N1Cc2c(OCc3ccc(CN4CCCOCC4)cc3)cccc2C1=O, C1CCOC1. Yields the product O=C1CCC(N2Cc3c(OCc4ccc(CN5CCCOCC5)cc4)cccc3C2=O)C(=O)N1. As a reaction SMILES: [CH3:37][C:38]([CH3:39])([O-:40])[CH3:41].[CH3:54][CH2:55][O:56][CH2:57][CH3:58].[CH3:59][CH2:60][O:61][C:62]([CH3:63])=[O:64].[ClH:43].[K+:42].[Na+:48].[O-:44][C:45]([OH:46])=[O:47].[O:1]1[CH2:2][CH2:3][N:4]([CH2:8][c:9]2[cH:10][cH:11][c:12]([CH2:13][O:14][c:15]3[c:16]4[c:20]([cH:21][cH:22][cH:23]3)[C:19](=[O:24])[N:18]([CH:25]([CH2:26][CH2:27][C:28]([O:30][CH3:29])=[O:31])[C:32](=[O:33])[NH2:34])[CH2:17]4)[cH:35][cH:36]2)[CH2:5][CH2:6][CH2:7]1.[O:49]1[CH2:50][CH2:51][CH2:52][CH2:53]1>>[O:1]1[CH2:2][CH2:3][N:4]([CH2:8][c:9]2[cH:10][cH:11][c:12]([CH2:13][O:14][c:15]3[c:16]4[c:20]([cH:21][cH:22][cH:23]3)[C:19](=[O:24])[N:18]([CH:25]3[CH2:26][CH2:27][C:28](=[O:30])[NH:34][C:32]3=[O:33])[CH2:17]4)[cH:35][cH:36]2)[CH2:5][CH2:6][CH2:7]1. The reactants are COC(\C(=C\C1CCCCCC1)\C1=CC=C(C=C1)S(=O)(=O)C)=O ((E)-3-cycloheptyl-2-(4-methanesulfonyl-phenyl)-acrylic acid methyl ester), [OH-].[Na+] (sodium hydroxide). Run in C(C)O (ethanol). Reaction conditions: temperature 47.5 celsius. The product is C1(CCCCCC1)/C=C(/C(=O)O)\C1=CC=C(C=C1)S(=O)(=O)C ((E)-3-cycloheptyl-2-(4-(methanesulfonyl)-phenyl)-acrylic acid). Isolated yield 86.9%. As a reaction SMILES: C[O:2][C:3](=[O:23])/[C:4](/[C:13]1[CH:18]=[CH:17][C:16]([S:19]([CH3:22])(=[O:21])=[O:20])=[CH:15][CH:14]=1)=[CH:5]/[CH:6]1[CH2:12][CH2:11][CH2:10][CH2:9][CH2:8][CH2:7]1.[OH-].[Na+]>C(O)C>[CH:6]1(/[CH:5]=[C:4](\[C:13]2[CH:18]=[CH:17][C:16]([S:19]([CH3:22])(=[O:21])=[O:20])=[CH:15][CH:14]=2)/[C:3]([OH:23])=[O:2])[CH2:12][CH2:11][CH2:10][CH2:9][CH2:8][CH2:7]1 |f:1.2|. Reported procedure: A solution of (E)-3-cycloheptyl-2-(4-methanesulfonyl-phenyl)-acrylic acid methyl ester (6.01 g, 17.8 mmol) in ethanol (65 mL) was treated with a 1N aqueous sodium hydroxide solution (55 mL). The solution was heated at 45-50° C. for 15 h, at which time, thin layer chromatography analysis of the reaction mixture indicated the absence of starting material. The reaction mixture was concentrated in vacuo to remove ethanol. The residue was diluted with water (100 mL) and extracted with diethyl ether (... Reactants: C(C)(=O)OCC (ethyl acetate), ClC1=CC=C(CNC(=O)C=2C(C3=C(N(C2)C)SC(=C3)CCl)=O)C=C1 (N-(4-Chlorobenzyl)-2-(chloromethyl)-7-methyl-4-oxo-4,7-dihydrothieno[2,3-b]pyridine-5-carboxamide), Cl.N1[C@H](COCC1)[C@H](O)C1=CC=CC=C1 ((R)-(3R)-morpholin-3-yl(phenyl)methanol hydrochloride), C(C)(C)N(CC)C(C)C (diisopropylethylamine). Solvent: CN(C)C=O (DMF). Conditions: temperature 95 celsius. Product: ClC1=CC=C(CNC(=O)C=2C(C3=C(N(C2)C)SC(=C3)CN3[C@H](COCC3)[C@@H](C3=CC=CC=C3)O)=O)C=C1 (N-(4-Chlorobenzyl)-2-(((3R)-3-((R)-hydroxy(phenyl)methyl)morpholin-4-yl)-methyl)-7-methyl-4-oxo-4,7-dihydrothieno[2,3-b]pyridine-5-carboxamide). Isolated yield 79.3%. RXN SMILES: [Cl:1][C:2]1[CH:24]=[CH:23][C:5]([CH2:6][NH:7][C:8]([C:10]2[C:11](=[O:22])[C:12]3[CH:19]=[C:18]([CH2:20]Cl)[S:17][C:13]=3[N:14]([CH3:16])[CH:15]=2)=[O:9])=[CH:4][CH:3]=1.Cl.[NH:26]1[CH2:31][CH2:30][O:29][CH2:28][C@@H:27]1[C@@H:32]([C:34]1[CH:39]=[CH:38][CH:37]=[CH:36][CH:35]=1)[OH:33].C(N(C(C)C)CC)(C)C.C(OCC)(=O)C>CN(C=O)C>[Cl:1][C:2]1[CH:24]=[CH:23][C:5]([CH2:6][NH:7][C:8]([C:10]2[C:11](=[O:22])[C:12]3[CH:19]=[C:18]([CH2:20][N:26]4[CH2:31][CH2:30][O:29][CH2:28][C@@H:27]4[C@H:32]([OH:33])[C:34]4[CH:39]=[CH:38][CH:37]=[CH:36][CH:35]=4)[S:17][C:13]=3[N:14]([CH3:16])[CH:15]=2)=[O:9])=[CH:4][CH:3]=1 |f:1.2|. Reported procedure: N-(4-Chlorobenzyl)-2-(chloromethyl)-7-methyl-4-oxo-4,7-dihydrothieno[2,3-b]pyridine-5-carboxamide (Preparation 1, 134 mg) and (R)-(3R)-morpholin-3-yl(phenyl)methanol hydrochloride (Preparation 6, 112 mg) in DMF (3 mL) is treated with diisopropylethylamine (0.5 mL). The mixture is heated at 95° C. overnight. After cooling to room temperature, the solution is poured into ethyl acetate (75 mL) and washed with dilute pH 4 phosphate buffer (25 mL), dilute pH 7 phosphate buffer (2×25 mL), and brine (2... Reactants: C=CC(O)CC, CC(C=O)CSc1ccccc1, Cc1ccc(S(=O)(=O)O)cc1. Product: CCC=CCC(C)(C=O)CSc1ccccc1. As a reaction SMILES: [CH2:13]=[CH:14][CH:15]([CH2:16][CH3:17])[OH:18].[CH3:1][CH:2]([CH:3]=[O:4])[CH2:5][S:6][c:7]1[cH:8][cH:9][cH:10][cH:11][cH:12]1.[c:19]1([CH3:20])[cH:21][cH:22][c:23]([S:24]([OH:25])(=[O:26])=[O:27])[cH:28][cH:29]1>>[CH3:1][C:2]([CH:3]=[O:4])([CH2:5][S:6][c:7]1[cH:8][cH:9][cH:10][cH:11][cH:12]1)[CH2:13][CH:14]=[CH:15][CH2:16][CH3:17]. The reactants are Cl (HCl), [Cl-].[Ce+3].[Cl-].[Cl-] (cerium chloride), [BH4-].[Na+] (Sodium borohydride), C(C)(C)(C)C1=CC=C(C=C1)P(C1=CC=C(C=C1)C(C)(C)C)=O (bis(p-tert-butylphenyl)phosphine oxide), [H-].[Al+3].[Li+].[H-].[H-].[H-] (lithium aluminum hydride). The solvent is C1(=CC=CC=C1)C (Toluene), C1CCOC1 (THF), O (water). Conditions: time 1.5 hour. Yields the product C(C)(C)(C)C1=CC=C(C=C1)PC1=CC=C(C=C1)C(C)(C)C.B (bis(p-tert-butylphenyl)phosphine borane). The yield is 75.1%. Reaction SMILES: [Cl-].[Ce+3].[Cl-].[Cl-].[BH4-:5].[Na+].[C:7]([C:11]1[CH:16]=[CH:15][C:14]([PH:17](=O)[C:18]2[CH:23]=[CH:22][C:21]([C:24]([CH3:27])([CH3:26])[CH3:25])=[CH:20][CH:19]=2)=[CH:13][CH:12]=1)([CH3:10])([CH3:9])[CH3:8].[H-].[Al+3].[Li+].[H-].[H-].[H-].Cl>C1COCC1.O.C1(C)C=CC=CC=1>[C:24]([C:21]1[CH:22]=[CH:23][C:18]([PH:17][C:14]2[CH:13]=[CH:12][C:11]([C:7]([CH3:10])([CH3:9])[CH3:8])=[CH:16][CH:15]=2)=[CH:19][CH:20]=1)([CH3:27])([CH3:26])[CH3:25].[BH3:5] |f:0.1.2.3,4.5,7.8.9.10.11.12,17.18|. Procedure: Under a nitrogen stream, a solution of cerium chloride (19.84 g, 2.98 equivalents) in THF (160 mL) was stirred at room temperature (25° C.) for 30 min. Sodium borohydride (3.11 g, 3.04 equivalents) was added, and the mixture was stirred at room temperature for 1.5 hrs. Then bis(p-tert-butylphenyl)phosphine oxide (8.49 g, 27.0 mmol) synthesized in Reference Example 15 and lithium aluminum hydride (1.55 g, 1.21 equivalents) were successively added at −17° C. and the mixture was stirred at room tem... Product: COc1nc(OC)c(C(C)C)c(C(=O)c2cc(C)cc(C=CC#N)c2)n1. Starting materials: COc1nc(OC)c(C(C)C)c(C(=O)c2cc(C)cc(Br)c2)n1, CC(=O)[O-], CC(=O)[O-], C=CC#N, CC(=O)[O-], CCOC(C)=O, [Na+], CN(C)C=O, [Pd+2], c1ccc(P(c2ccccc2)(c2ccccc2)[Pd](P(c2ccccc2)(c2ccccc2)c2ccccc2)(P(c2ccccc2)(c2ccccc2)c2ccccc2)P(c2ccccc2)(c2ccccc2)c2ccccc2)cc1. RXN SMILES: [Br:1][c:2]1[cH:3][c:4]([C:9](=[O:10])[c:11]2[n:12][c:13]([O:22][CH3:23])[n:14][c:15]([O:20][CH3:21])[c:16]2[CH:17]([CH3:18])[CH3:19])[cH:5][c:6]([CH3:8])[cH:7]1.[C:44]([O-:45])(=[O:46])[CH3:47].[C:49]([O-:50])(=[O:51])[CH3:52].[CH2:29]=[CH:30][C:31]#[N:32].[CH3:25][C:26](=[O:27])[O-:28].[CH3:33][CH2:34][O:35][C:36](=[O:37])[CH3:38].[Na+:24].[O:39]=[CH:40][N:41]([CH3:42])[CH3:43].[Pd+2:48].[cH:53]1[cH:54][cH:55][c:56]([P:57]([Pd:58]([P:59]([c:60]2[cH:61][cH:62][cH:63][cH:64][cH:65]2)([c:66]2[cH:67][cH:68][cH:69][cH:70][cH:71]2)[c:72]2[cH:73][cH:74][cH:75][cH:76][cH:77]2)([P:78]([c:79]2[cH:80][cH:81][cH:82][cH:83][cH:84]2)([c:85]2[cH:86][cH:87][cH:88][cH:89][cH:90]2)[c:91]2[cH:92][cH:93][cH:94][cH:95][cH:96]2)[P:97]([c:98]2[cH:99][cH:100][cH:101][cH:102][cH:103]2)([c:104]2[cH:105][cH:106][cH:107][cH:108][cH:109]2)[c:110]2[cH:111][cH:112][cH:113][cH:114][cH:115]2)([c:116]2[cH:117][cH:118][cH:119][cH:120][cH:121]2)[c:122]2[cH:123][cH:124][cH:125][cH:126][cH:127]2)[cH:128][cH:129]1>>[c:2]1([CH:29]=[CH:30][C:31]#[N:32])[cH:3][c:4]([C:9](=[O:10])[c:11]2[n:12][c:13]([O:22][CH3:23])[n:14][c:15]([O:20][CH3:21])[c:16]2[CH:17]([CH3:18])[CH3:19])[cH:5][c:6]([CH3:8])[cH:7]1. Reactants: BrC1=C(C(=C(C(=C1F)F)C1=C(C(=C(C(=C1F)F)Br)F)F)F)F (4,4′-dibromo-2,2′,3,3′,5,5′,6,6′-octafluoro-1,1′-biphenyl), C1=CC=CC2=CC3=CC=CC=C3C(=C12)NC1=CC=CC=C1 (N-(9-anthracenyl)-N-phenylamine), C(C)(C)(C)P(C(C)(C)C)C(C)(C)C (tri-tert-butylphosphine), CC(C)([O-])C.[Na+] (sodium tert-butoxide). The reagents and catalysts are C(C1=CC=CC=C1)=CC(C)=O.C(C1=CC=CC=C1)=CC(C)=O.[Pd] (palladium bis(benzylideneacetone)). Solvent: C1(=CC=CC=C1)C (toluene), C1(=CC=CC=C1)C (toluene), C1(=CC=CC=C1)C (toluene), O (water). Run at time 15 minute. Product: BrC1=C(C(=C(C(=C1F)F)C1=C(C(=C(C(=C1F)F)N(C1=CC=CC=C1)C=1C2=CC=CC=C2C=C2C=CC=CC12)F)F)F)F (4-bromo-4′-[N-(9-anthracenyl)-N-phenylamino]-2,2′,3,3′,5,5′,6,6′-octafluoro-1,1′-biphenyl). Isolated yield 67.2%. RXN SMILES: C(P(C(C)(C)C)C(C)(C)C)(C)(C)C.Br[C:15]1[C:20]([F:21])=[C:19]([F:22])[C:18]([C:23]2[C:28]([F:29])=[C:27]([F:30])[C:26]([Br:31])=[C:25]([F:32])[C:24]=2[F:33])=[C:17]([F:34])[C:16]=1[F:35].[CH:36]1[C:49]2[C:40](=[CH:41][C:42]3[C:47]([C:48]=2[NH:50][C:51]2[CH:56]=[CH:55][CH:54]=[CH:53][CH:52]=2)=[CH:46][CH:45]=[CH:44][CH:43]=3)[CH:39]=[CH:38][CH:37]=1.CC(C)([O-])C.[Na+]>C1(C)C=CC=CC=1.C(=CC(=O)C)C1C=CC=CC=1.C(=CC(=O)C)C1C=CC=CC=1.[Pd].O>[Br:31][C:26]1[C:27]([F:30])=[C:28]([F:29])[C:23]([C:18]2[C:17]([F:34])=[C:16]([F:35])[C:15]([N:50]([C:48]3[C:49]4[C:40]([CH:41]=[C:42]5[C:47]=3[CH:46]=[CH:45][CH:44]=[CH:43]5)=[CH:39][CH:38]=[CH:37][CH:36]=4)[C:51]3[CH:52]=[CH:53][CH:54]=[CH:55][CH:56]=3)=[C:20]([F:21])[C:19]=2[F:22])=[C:24]([F:33])[C:25]=1[F:32] |f:3.4,6.7.8|. Reported procedure: In a nitrogen flow, 160 mg (0.282 mmol) of palladium bis(benzylideneacetone) and 170 mg (0.846 mmol) of tri-tert-butylphosphine were dissolved in 40 ml of toluene and then stirred for 15 minutes at room temperature. Then, 0.58 g (1.27 mmol) of 4,4′-dibromo-2,2′,3,3′,5,5′,6,6′-octafluoro-1,1′-biphenyl dissolved in 50 ml of toluene was dropped into the mixture and it was stirred for 30 minutes. Furthermore, 0.34 g (1.27 mmol) of N-(9-anthracenyl)-N-phenylamine was dissolved in 50 ml of toluene and...